This data is from the Open Reaction Database (ORD), a public repository of structured organic reaction records. The task is: describe an organic reaction: reactants, conditions, products, and yield Reactants: resultant solution, C(CC1=CC=CC=C1)OCCC(=O)O (3-Phenethyloxypropanoic acid), CN(C=O)C (dimethylformamide), C(C(=O)Cl)(=O)Cl (oxalyl chloride). Run in ClCCl (dichloromethane). Reaction conditions: time 2 hour. Yields the product C(C)OC(CN(C(CCOCCC1=CC=CC=C1)=O)CCC1=CC=CC=C1)OCC (N-(2,2-Diethyloxyethyl)-N-phenethyl-3-phenethyloxy-propanamide). RXN SMILES: [CH2:1]([O:9][CH2:10][CH2:11][C:12]([OH:14])=O)[CH2:2][C:3]1[CH:8]=[CH:7][CH:6]=[CH:5][CH:4]=1.[C:15](Cl)(=[O:19])[C:16](Cl)=O.[CH3:21][N:22]([CH3:25])C=O>ClCCl>[CH2:10]([O:9][CH:1]([O:19][CH2:15][CH3:16])[CH2:25][N:22]([CH2:21][CH2:2][C:3]1[CH:8]=[CH:7][CH:6]=[CH:5][CH:4]=1)[C:12](=[O:14])[CH2:11][CH2:10][O:9][CH2:1][CH2:2][C:3]1[CH:4]=[CH:5][CH:6]=[CH:7][CH:8]=1)[CH3:11]. Procedure: 3-Phenethyloxypropanoic acid (0.34 g) was dissolved in dichloromethane (20 mL) and treated with oxalyl chloride (0.32 g) and a drop of dimethylformamide at ambient temperature. The resultant solution was stirred at ambient temperature for 2 hours. The solution was then concentrated and azeotroped with dichloromethane (2×20 mL). The collected residue was dissolved in dichloromethane and added, portionwise, to a stirred solution of 2,2-diethoxy-N-phenethyl-ethanamine (0.41 g) and triethylamine (0....